From a dataset of the Open Reaction Database (ORD), a public repository of structured organic reaction records. describe an organic reaction: reactants, conditions, products, and yield Starting materials: COC(C(C(=O)OC)C1=C(C=C(C=C1)Br)[N+](=O)[O-])=O (2-(4-bromo-2-nitro-phenyl)-malonic acid dimethyl ester), C(C)(=O)O (acetic acid), Cl (HCl). Conditions: temperature 110 celsius. Yields the product C(C)OC(CC1=C(C=C(C=C1)Br)[N+](=O)[O-])=O ((4-Bromo-2-nitro-phenyl)-acetic acid ethyl ester). As a reaction SMILES: [CH3:1][O:2][C:3](=[O:19])[CH:4]([C:9]1[CH:14]=[CH:13][C:12]([Br:15])=[CH:11][C:10]=1[N+:16]([O-:18])=[O:17])C(OC)=O.Cl.[C:21](O)(=O)C>>[CH2:1]([O:2][C:3](=[O:19])[CH2:4][C:9]1[CH:14]=[CH:13][C:12]([Br:15])=[CH:11][C:10]=1[N+:16]([O-:18])=[O:17])[CH3:21]. Reported procedure: To a suspension of 2-(4-bromo-2-nitro-phenyl)-malonic acid dimethyl ester (crude, 8.1 mmol) in acetic acid (10 mL) is added 6N HCl (10 mL). The mixture is heated at 110° C. overnight (about 15 hr). The reaction mixture is evaporated to dryness. The crude is used in the next step without further purification. To a solution of the crude in ethanol (40 mL) is added concentrated H2SO4 (3 drops) and the resulting reaction mixture is heated at reflux over night. Solvent is removed under reduced pressu... The reactants are NC1=C(C(=C(C(N1)=S)C#N)C=1OC=CC1)C#N (6-amino-4-furan-2-yl-2-thioxo-1,2-dihydro-pyridine-3,5-dicarbonitrile), C[O-].[Na+] (sodium methylate), CI (methyl iodide), ice water. Solvent: CO (methanol). Run at time 90 minute. Yields the product NC1=NC(=C(C(=C1C#N)C=1OC=CC1)C#N)SC (2-amino-4-furan-2-yl-6-methylsulfanyl-pyridine-3,5-dicarbonitrile). Isolated yield 60.5%. Reaction SMILES: [NH2:1][C:2]1[NH:7][C:6](=[S:8])[C:5]([C:9]#[N:10])=[C:4]([C:11]2[O:12][CH:13]=[CH:14][CH:15]=2)[C:3]=1[C:16]#[N:17].[CH3:18][O-].[Na+].CI>CO>[NH2:1][C:2]1[C:3]([C:16]#[N:17])=[C:4]([C:11]2[O:12][CH:13]=[CH:14][CH:15]=2)[C:5]([C:9]#[N:10])=[C:6]([S:8][CH3:18])[N:7]=1 |f:1.2|. Reported procedure: To a stirred solution of 210 mg (0.87 mmol) 6-amino-4-furan-2-yl-2-thioxo-1,2-dihydro-pyridine-3,5-dicarbonitrile in 25 ml methanol were added 0.16 ml (0.87 mmol) sodium methylate solutiuon (5.4M in methanol) and 0.11 ml (1.73 mmol) methyl iodide and stirring continued for 90 minutes at room temperature. The reaction mixture was then poured onto 100 ml ice-water and the resulting crystals collected by filtration and dried in vacuo to afford 135 mg (61%) 2-amino-4-furan-2-yl-6-methylsulfanyl-pyri... The reactants are C(C)(C)(C)NS(=O)(=O)C=1C=C(C=CC1)C1=CC(=CC=C1)C1=NC(=CC(=N1)C1=CC(=C(C=C1)Cl)Cl)C(F)(F)F (3′-[4-(3,4-dichloro-phenyl)-6-trifluoromethyl-pyrimidin-2-yl]-biphenyl-3-sulfonic acid tert-butylamide), C(=O)(C(F)(F)F)O (TFA). Run in ClCCl (dichloromethane). Reaction conditions: time 15 hour. The product is ClC=1C=C(C=CC1Cl)C1=NC(=NC(=C1)C(F)(F)F)C=1C=C(C=CC1)C1=CC(=CC=C1)S(=O)(=O)N (3′-[4-(3,4-Dichloro-phenyl)-6-trifluoromethyl-pyrimidin-2-yl]-biphenyl-3-sulfonic acid amide). The yield is 83.6%. As a reaction SMILES: C([NH:5][S:6]([C:9]1[CH:10]=[C:11]([C:15]2[CH:20]=[CH:19][CH:18]=[C:17]([C:21]3[N:26]=[C:25]([C:27]4[CH:32]=[CH:31][C:30]([Cl:33])=[C:29]([Cl:34])[CH:28]=4)[CH:24]=[C:23]([C:35]([F:38])([F:37])[F:36])[N:22]=3)[CH:16]=2)[CH:12]=[CH:13][CH:14]=1)(=[O:8])=[O:7])(C)(C)C.C(O)(C(F)(F)F)=O>ClCCl>[Cl:34][C:29]1[CH:28]=[C:27]([C:25]2[CH:24]=[C:23]([C:35]([F:38])([F:36])[F:37])[N:22]=[C:21]([C:17]3[CH:16]=[C:15]([C:11]4[CH:12]=[CH:13][CH:14]=[C:9]([S:6]([NH2:5])(=[O:7])=[O:8])[CH:10]=4)[CH:20]=[CH:19][CH:18]=3)[N:26]=2)[CH:32]=[CH:31][C:30]=1[Cl:33]. Reported procedure: To a cooled and stirred solution of 3′-[4-(3,4-dichloro-phenyl)-6-trifluoromethyl-pyrimidin-2-yl]-biphenyl-3-sulfonic acid tert-butylamide (0.45 g) in dichloromethane (6 mL) was added TFA (6 mL) and the reaction mixture was allowed to stir at room temperature for 15 h. The mixture was evaporated to dryness and saturated NaHCO3 solution (5 mL), diethyl ether and heptane were added. The mixture was stirred at room temperature for 1 h, the precipitate was collected by filtration and further purifie...